This data is from the Open Reaction Database (ORD), a public repository of structured organic reaction records. The task is: describe an organic reaction: reactants, conditions, products, and yield Reactants: [Al+3], C1CCOC1, CCOC(=O)C(C)(C)CC#CCN1CCOCC1, [H-], [H-], [H-], [H-], [Li+]. Product: CC(C)(CO)CC#CCN1CCOCC1. As a reaction SMILES: [Al+3:20].[CH2:25]1[O:26][CH2:27][CH2:28][CH2:29]1.[CH3:1][C:2]([C:3](=[O:4])[O:5][CH2:6][CH3:7])([CH2:8][C:9]#[C:10][CH2:11][N:12]1[CH2:13][CH2:14][O:15][CH2:16][CH2:17]1)[CH3:18].[H-:19].[H-:22].[H-:23].[H-:24].[Li+:21]>>[CH3:1][C:2]([CH2:3][OH:4])([CH2:8][C:9]#[C:10][CH2:11][N:12]1[CH2:13][CH2:14][O:15][CH2:16][CH2:17]1)[CH3:18]. Procedure details: A solution of 2.76 g of N-(2'-cyanobiphenyl-4-ylmethyl)-N-propyl-isophthalic acid monoamide and 8.68 g of tributyltin azide in 75 ml of xylene is heated under reflux for 2 hours. When cool, the mixture is stirred with 50 ml of 2N sodium hydroxide solution at room temperature for 1 hour, and is then acidified and extracted with 100 ml and twice with 50 ml of CH2Cl2. After customary treatment, the combined dichloromethane phases yield a crude product that, after chromatography on silica gel 60 (40... Yields the product C(CC)N(C(C1=CC(C(=O)O)=CC=C1)=O)CC1=CC=C(C=C1)C1=C(C=CC=C1)C1=NN=NN1 (N-propyl-N-[2'-(1H-tetrazol-5-yl)-biphenyl-4-ylmethyl]-isophthalic acid monoamide). Starting materials: C(Cl)Cl.CO (CH2Cl2 CH3OH), C(#N)C1=C(C=CC=C1)C1=CC=C(C=C1)CN(C(C1=CC(C(=O)O)=CC=C1)=O)CCC (N-(2'-cyanobiphenyl-4-ylmethyl)-N-propyl-isophthalic acid monoamide), C(CCC)[Sn](CCCC)(CCCC)N=[N+]=[N-] (tributyltin azide), [OH-].[Na+] (sodium hydroxide). The solvent is C=1(C(=CC=CC1)C)C (xylene). RXN SMILES: [C:1]([C:3]1[CH:8]=[CH:7][CH:6]=[CH:5][C:4]=1[C:9]1[CH:14]=[CH:13][C:12]([CH2:15][N:16]([CH2:28][CH2:29][CH3:30])[C:17](=[O:27])[C:18]2[CH:26]=[CH:25][CH:24]=[C:20]([C:21]([OH:23])=[O:22])[CH:19]=2)=[CH:11][CH:10]=1)#[N:2].C([Sn]([N:44]=[N+:45]=[N-:46])(CCCC)CCCC)CCC.[OH-].[Na+].C(Cl)Cl.CO>C1(C)C(C)=CC=CC=1>[CH2:28]([N:16]([CH2:15][C:12]1[CH:11]=[CH:10][C:9]([C:4]2[CH:5]=[CH:6][CH:7]=[CH:8][C:3]=2[C:1]2[NH:46][N:45]=[N:44][N:2]=2)=[CH:14][CH:13]=1)[C:17](=[O:27])[C:18]1[CH:26]=[CH:25][CH:24]=[C:20]([C:21]([OH:23])=[O:22])[CH:19]=1)[CH2:29][CH3:30] |f:2.3,4.5|. The reactants are C[S-], CC#N, CCOC(C)=O, CC1COCCN1c1cc(COS(C)(=O)=O)nc(Cl)n1, CC1COCCN1c1cc(CCl)nc(Cl)n1, [I-], [Na+], [Na+]. Product: CSCc1cc(N2CCOCC2C)nc(Cl)n1. Reaction SMILES: [CH3:1][S-:2].[CH3:42][C:43]#[N:44].[CH3:45][CH2:46][O:47][C:48]([CH3:49])=[O:50].[CH3:4][S:5]([O:6][CH2:9][c:10]1[n:11][c:12]([Cl:23])[n:13][c:14]([N:16]2[CH:17]([CH3:22])[CH2:18][O:19][CH2:20][CH2:21]2)[cH:15]1)(=[O:7])=[O:8].[Cl:24][c:25]1[n:26][c:27]([N:28]2[CH2:29][CH2:30][O:31][CH2:32][CH:33]2[CH3:34])[cH:35][c:36]([CH2:37][Cl:38])[n:39]1.[I-:41].[Na+:3].[Na+:40]>>[CH3:1][S:2][CH2:9][c:10]1[n:11][c:12]([Cl:23])[n:13][c:14]([N:16]2[CH:17]([CH3:22])[CH2:18][O:19][CH2:20][CH2:21]2)[cH:15]1. The reactants are C1=CC=CC=2C3=CC=CC=C3C(C12)COC(=O)NCC(=O)N[C@@H](CC1=CC=CC=C1)C(=O)NCC(=O)O (N-(N-(N-(9-fluorenylmethyloxycarbonyl)-glycyl)L-phenylalanyl)glycine), N1CCCCC1 (piperidine). The solvent is CN(C)C=O (DMF). Conditions: time 45 minute. Yields the product NCC(=O)N[C@@H](CC1=CC=CC=C1)C(=O)NCC(=O)O (N-(N-(glycyl)-L-phenylalanyl)glycine). RXN SMILES: C1C2C(COC([NH:18][CH2:19][C:20]([NH:22][C@H:23]([C:31]([NH:33][CH2:34][C:35]([OH:37])=[O:36])=[O:32])[CH2:24][C:25]3[CH:30]=[CH:29][CH:28]=[CH:27][CH:26]=3)=[O:21])=O)C3C(=CC=CC=3)C=2C=CC=1.N1CCCCC1>CN(C=O)C>[NH2:18][CH2:19][C:20]([NH:22][C@H:23]([C:31]([NH:33][CH2:34][C:35]([OH:37])=[O:36])=[O:32])[CH2:24][C:25]1[CH:30]=[CH:29][CH:28]=[CH:27][CH:26]=1)=[O:21]. Procedure details: Fmoc-protected tripeptide 74 (546 mg, 0.98 mmol) was treated with a 5% v/v solution of piperidine in DMF (5 mL). After stirring for 45 min, the reaction mixture was concentrated to dryness. The crude material was used for the next step without purification. Reactants: BrC1(OC(OC1=O)(C)C)CC(=O)O[Si](C1=CC=CC=C1)(C1=CC=CC=C1)C(C)(C)C (4-bromo-2,2-dimethyl-5-oxo-1,3-dioxolane-4-acetic acid, tert-butyldiphenylsilyl ester), N12CCCCCC2=NCCC1 (1,8-diazabicyclo [5,4,0] undec-7-ene). Run in O1CCCC1 (tetrahydrofuran). Run at temperature 5 celsius, time 1.5 hour. Product: CC1(O\C(\C(O1)=O)=C/C(=O)O[Si](C1=CC=CC=C1)(C1=CC=CC=C1)C(C)(C)C)C ((Z)-2,2-Dimethyl-5-(tert-butyldiphenylsilyloxycarbonyl-methylene)-1,3-dioxolan-4-one). Reaction SMILES: Br[C:2]1([CH2:10][C:11]([O:13][Si:14]([C:27]([CH3:30])([CH3:29])[CH3:28])([C:21]2[CH:26]=[CH:25][CH:24]=[CH:23][CH:22]=2)[C:15]2[CH:20]=[CH:19][CH:18]=[CH:17][CH:16]=2)=[O:12])[C:6](=[O:7])[O:5][C:4]([CH3:9])([CH3:8])[O:3]1.N12CCCN=C1CCCCC2>O1CCCC1>[CH3:8][C:4]1([CH3:9])[O:5][C:6](=[O:7])/[C:2](=[CH:10]/[C:11]([O:13][Si:14]([C:27]([CH3:30])([CH3:29])[CH3:28])([C:21]2[CH:26]=[CH:25][CH:24]=[CH:23][CH:22]=2)[C:15]2[CH:20]=[CH:19][CH:18]=[CH:17][CH:16]=2)=[O:12])/[O:3]1. Procedure details: A solution of 4-bromo-2,2-dimethyl-5-oxo-1,3-dioxolane-4-acetic acid, tert-butyldiphenylsilyl ester (˜26 g, 52.4 mmol) in dry tetrahydrofuran (160 ml) was cooled to 0° C. and treated dropwise over 5 minutes with 1,8-diazabicyclo [5,4,0] undec-7-ene (12.7 g, 78.8 mmol) and the resulting mixture was stirred at 5° C. for 1.5 hour. The solid formed was filtered and washed with a small amount of tetrahydrofuran. The filtrate was used as such for the next step. The reactants are O[C@H]1C[C@@H]2CC[C@H]3[C@@H]4CC[C@H](C(C)=O)[C@]4(CC([C@@H]3[C@]2(C[C@@H]1N1C[C@H](O[C@H](C1)C)C)C)=O)C ((2β,3α,5α)-3-hydroxy-2-(cis-2,6-dimethyl-4-morpholinyl)pregnane-11,20-dione), C(CC(O)(C(=O)O)CC(=O)O)(=O)O (citric acid). Yields the product O[C@H]1C[C@@H]2CC[C@H]3[C@@H]4CC[C@H](C(C)=O)[C@]4(CC([C@@H]3[C@]2(C[C@@H]1N1C[C@H](O[C@H](C1)C)C)C)=O)C.OC(CC(=O)[O-])(CC(=O)[O-])C(=O)[O-] ((2β,3α,5α)-3-hydroxy-2-(cis-2,6-dimethyl-4-morpholinyl)pregnane-11,20-dione 2-hydroxy-1,2,3-propanetricarboxylate). Reaction SMILES: [OH:1][C@@H:2]1[C@@H:21]([N:22]2[CH2:27][C@H:26]([CH3:28])[O:25][C@H:24]([CH3:29])[CH2:23]2)[CH2:20][C@@:19]2([CH3:30])[C@@H:4]([CH2:5][CH2:6][C@@H:7]3[C@@H:18]2[C:17](=[O:31])[CH2:16][C@@:15]2([CH3:32])[C@H:8]3[CH2:9][CH2:10][C@@H:11]2[C:12](=[O:14])[CH3:13])[CH2:3]1.[C:33]([OH:45])(=[O:44])[CH2:34][C:35]([CH2:40][C:41]([OH:43])=[O:42])([C:37]([OH:39])=[O:38])[OH:36]>>[OH:1][C@@H:2]1[C@@H:21]([N:22]2[CH2:27][C@H:26]([CH3:28])[O:25][C@H:24]([CH3:29])[CH2:23]2)[CH2:20][C@@:19]2([CH3:30])[C@@H:4]([CH2:5][CH2:6][C@@H:7]3[C@@H:18]2[C:17](=[O:31])[CH2:16][C@@:15]2([CH3:32])[C@H:8]3[CH2:9][CH2:10][C@@H:11]2[C:12](=[O:14])[CH3:13])[CH2:3]1.[OH:36][C:35]([C:37]([O-:39])=[O:38])([CH2:40][C:41]([O-:43])=[O:42])[CH2:34][C:33]([O-:45])=[O:44] |f:2.3|. Procedure details: With the cis-2,6-dimethyl-4-morpholinyl compound of Example 5 and citric acid as starting materials, (2β,3α,5α)-3-hydroxy-2-(cis-2,6-dimethyl-4-morpholinyl)pregnane-11,20-dione 2-hydroxy-1,2,3-propanetricarboxylate (1:1) salt was formed. [α]D +100.5° (c 1.09). Starting materials: ClC=1C=CC2=C(C=C(C(O2)C(F)(F)F)C(=O)O)C1 (6-Chloro-2-trifluoromethyl-2H-1-benzopyran-3-carboxylic acid), C[C@@H](C1=CC=CC=C1)N ((S)(-)-α-methylbenzylamine), CCCCCCC (n-heptane). The solvent is COC(C)(C)C (methyl-tert-butyl ether). Run at time 24 hour. The product is ClC=1C=CC2=C(C=C([C@H](O2)C(F)(F)F)C(=O)O)C1 ((S)-6-Chloro-2-trifluoromethyl-2H-1-benzopyran-3-carboxylic acid). Isolated yield 45.8%. Reaction SMILES: [Cl:1][C:2]1[CH:3]=[CH:4][C:5]2[O:10][CH:9]([C:11]([F:14])([F:13])[F:12])[C:8]([C:15]([OH:17])=[O:16])=[CH:7][C:6]=2[CH:18]=1.C[C@H](N)C1C=CC=CC=1.CCCCCCC>COC(C)(C)C>[Cl:1][C:2]1[CH:3]=[CH:4][C:5]2[O:10][C@H:9]([C:11]([F:13])([F:12])[F:14])[C:8]([C:15]([OH:17])=[O:16])=[CH:7][C:6]=2[CH:18]=1. Reported procedure: To a solution of 6-chloro-2-trifluoromethyl-2H-1-benzopyran-3-carboxylic acid (Example 1, Step 2)(12.00 g, 43.07 mmol) and (S)(-)-α-methylbenzylamine (2.61 g, 21.54 mmol) in methyl-tert-butyl ether (30 mL) was slowly added n-heptane (200 mL) until the mixture became cloudy. The mixture was heated (steam bath) to boiling and set aside for 24 h during which time crystals formed. Filtration of the suspension yielded a crystalline product (5.5 g) which was recrystallized from methyl-tert-butyl ether...